Dataset: the Open Reaction Database (ORD), a public repository of structured organic reaction records. Task: describe an organic reaction: reactants, conditions, products, and yield The reactants are CCCC(=O)c1cnc2c(C)cccc2c1Cl, Cc1cc(Cl)ccc1N, C1COCCO1. The product is CCCC(=O)c1cnc2c(C)cccc2c1Nc1ccc(Cl)cc1C. RXN SMILES: [C:1]([CH2:2][CH2:3][CH3:4])(=[O:5])[c:6]1[cH:7][n:8][c:9]2[c:10]([CH3:17])[cH:11][cH:12][cH:13][c:14]2[c:15]1[Cl:16].[Cl:18][c:19]1[cH:20][c:21]([CH3:26])[c:22]([NH2:23])[cH:24][cH:25]1.[O:27]1[CH2:28][CH2:29][O:30][CH2:31][CH2:32]1>>[C:1]([CH2:2][CH2:3][CH3:4])(=[O:5])[c:6]1[cH:7][n:8][c:9]2[c:10]([CH3:17])[cH:11][cH:12][cH:13][c:14]2[c:15]1[NH:23][c:22]1[c:21]([CH3:26])[cH:20][c:19]([Cl:18])[cH:25][cH:24]1. Reactants: ClC=1C=C2C(C(=COC2=CC1O)C1=CC(=CC=C1)OCCF)=O (6-Chloro-3-[3-(2-fluoro-ethoxy)-phenyl]-7-hydroxy-chromen-4-one), O.NN (hydrazine hydrate). The solvent is C(C)O (ethanol). Product: ClC1=C(C=C(C(=C1)C1=NNC=C1C1=CC(=CC=C1)OCCF)O)O (4-Chloro-6-{4-[3-(2-fluoro-ethoxy)-phenyl]-1H-pyrazol-3-yl}-benzene-1,3-diol), solid. Isolated yield 57.3%. As a reaction SMILES: [Cl:1][C:2]1[CH:3]=[C:4]2[C:9](=[CH:10][C:11]=1[OH:12])[O:8][CH:7]=[C:6]([C:13]1[CH:18]=[CH:17][CH:16]=[C:15]([O:19][CH2:20][CH2:21][F:22])[CH:14]=1)[C:5]2=O.O.[NH2:25][NH2:26]>C(O)C>[Cl:1][C:2]1[CH:3]=[C:4]([C:5]2[C:6]([C:13]3[CH:18]=[CH:17][CH:16]=[C:15]([O:19][CH2:20][CH2:21][F:22])[CH:14]=3)=[CH:7][NH:26][N:25]=2)[C:9]([OH:8])=[CH:10][C:11]=1[OH:12] |f:1.2|. Procedure: This compounds was synthesised in the same manner as described above. 6-Chloro-3-[3-(2-fluoro-ethoxy)-phenyl]-7-hydroxy-chromen-4-one (0.2 g, 0.6 mmol), hydrazine hydrate (2.5 ml), ethanol (10 ml). The quenched solution was extracted into ethyl acetate, washed (water), dried (MgSO4), and the solvent removed under vacuum to give an oil which was purified by column chromatography to give 4-Chloro-6-{4-[3-(2-fluoro-ethoxy)-phenyl]-1H-pyrazol-3-yl}-benzene-1,3-diol as an off white solid (0.12 g, 57.... Reactants: C(CCCC)[C@@H]1CC[C@H](CC1)[C@@H]1CC[C@H](CC1)C1CC(O1)=O (4-(trans-4-(trans-4-pentylcyclohexyl)cyclohexyl)-2-oxetanone), C(CCCC)[C@@H]1CC[C@H](CC1)[C@H]1CC[C@H](CC1)C1CC(O1)=O (4-(cis-4-(trans-4-pentylcyclohexyl)cyclohexyl)-2-oxetanone). Solvent: C(C)(=O)OCC (Ethyl acetate). Conditions: temperature -20 celsius, time 5 minute. Yields the product C(CCCC)[C@@H]1CC[C@H](CC1)[C@@H]1CC[C@H](CC1)C1CC(O1)=O.C(CCCC)[C@@H]1CC[C@H](CC1)[C@H]1CC[C@H](CC1)C1CC(O1)=O (4-(trans-4-(trans-4-pentylcyclohexyl)cyclohexyl)-2-oxetanone 4-(cis-4-(trans-4-pentylcyclohexyl)cyclohexyl)-2-oxetanone), 99.9/0.1. The yield is 92.0%. As a reaction SMILES: [CH2:1]([C@H:6]1[CH2:11][CH2:10][C@H:9]([C@H:12]2[CH2:17][CH2:16][C@H:15]([CH:18]3[O:21][C:20](=[O:22])[CH2:19]3)[CH2:14][CH2:13]2)[CH2:8][CH2:7]1)[CH2:2][CH2:3][CH2:4][CH3:5].[CH2:23]([C@H:28]1[CH2:33][CH2:32][C@H:31]([C@@H:34]2[CH2:39][CH2:38][C@H:37]([CH:40]3[O:43][C:42](=[O:44])[CH2:41]3)[CH2:36][CH2:35]2)[CH2:30][CH2:29]1)[CH2:24][CH2:25][CH2:26][CH3:27]>C(OCC)(=O)C>[CH2:1]([C@H:6]1[CH2:7][CH2:8][C@H:9]([C@H:12]2[CH2:17][CH2:16][C@H:15]([CH:18]3[O:21][C:20](=[O:22])[CH2:19]3)[CH2:14][CH2:13]2)[CH2:10][CH2:11]1)[CH2:2][CH2:3][CH2:4][CH3:5].[CH2:23]([C@H:28]1[CH2:29][CH2:30][C@H:31]([C@@H:34]2[CH2:39][CH2:38][C@H:37]([CH:40]3[O:43][C:42](=[O:44])[CH2:41]3)[CH2:36][CH2:35]2)[CH2:32][CH2:33]1)[CH2:24][CH2:25][CH2:26][CH3:27] |f:3.4|. Reported procedure: Ethyl acetate (40 mL) was added to the mixture of 4-(trans-4-(trans-4-pentylcyclohexyl)cyclohexyl)-2-oxetanone and 4-(cis-4-(trans-4-pentylcyclohexyl)cyclohexyl)-2-oxetanone (mixing ratio: 98/2, 10.8 g, 28.1 mmol) synthesized in Example 4 and coarsely purified with silica gel chromatography, to dissolve the mixture at 30° C., followed by cooling to −20° C. Crystals deposited after lapsing 5 minutes were suction-filtered and dried under reduced pressure to provide 4-(trans-4-(trans-4-pentylcycloh... The reactants are CC(C)(C)OC(=O)N1CCCC1COc1cncc(N2CCC(CCCOCc3ccccc3)C2)c1, ClCCl, O=C(O)C(F)(F)F, O. Yields the product c1ccc(COCCCC2CCN(c3cncc(OCC4CCCN4)c3)C2)cc1. RXN SMILES: [CH2:1]([c:2]1[cH:3][cH:4][cH:5][cH:6][cH:7]1)[O:8][CH2:9][CH2:10][CH2:11][CH:12]1[CH2:13][N:14]([c:17]2[cH:18][n:19][cH:20][c:21]([O:23][CH2:24][CH:25]3[N:26]([C:30]([O:31][C:32]([CH3:33])([CH3:34])[CH3:35])=[O:36])[CH2:27][CH2:28][CH2:29]3)[cH:22]2)[CH2:15][CH2:16]1.[Cl:44][CH2:45][Cl:46].[F:37][C:38]([F:39])([F:40])[C:41]([OH:42])=[O:43].[OH2:47]>>[CH2:1]([c:2]1[cH:3][cH:4][cH:5][cH:6][cH:7]1)[O:8][CH2:9][CH2:10][CH2:11][CH:12]1[CH2:13][N:14]([c:17]2[cH:18][n:19][cH:20][c:21]([O:23][CH2:24][CH:25]3[NH:26][CH2:27][CH2:28][CH2:29]3)[cH:22]2)[CH2:15][CH2:16]1. Reactants: BrC[C@@H](CO)C ((R)-(−)-3-bromo-2-methyl-1-propanol), O (water), C(C)(=O)OCC (ethyl acetate), C(C)(=O)OC(C)=O (acetic anhydride). The solvent is N1=CC=CC=C1 (pyridine). Run at temperature 70 celsius, time 4 hour. Product: C(C)(=O)OC[C@H](CBr)C ((R)-(−)-1-acetoxy-3-bromo-2-methyl-propane). The yield is 78.9%. RXN SMILES: [Br:1][CH2:2][C@H:3]([CH3:6])[CH2:4][OH:5].[C:7](OC(=O)C)(=[O:9])[CH3:8].O.C(OCC)(=O)C>N1C=CC=CC=1>[C:7]([O:5][CH2:4][C@@H:3]([CH3:6])[CH2:2][Br:1])(=[O:9])[CH3:8]. Procedure details: 6 g of (R)-(−)-3-bromo-2-methyl-1-propanol (39.2 mmol) were stirred in 6 ml of pyridine at room temperature. 4.08 g of acetic anhydride (43.1 mmol) were added and the reaction mixture was stirred for 4 h at 70° C. Stirring was continued for 16 h at room temperature. 40 ml of water and 60 ml of ethyl acetate were added to the reaction mixture. The organic layer was separated and washed with a further portion of water, then dried over magnesium sulfate, filtered, and evaporated under vacuum, where...